Dataset: the Open Reaction Database (ORD), a public repository of structured organic reaction records. Task: describe an organic reaction: reactants, conditions, products, and yield The product is C(C)C1=NOC(=C1C=1NC2=CC=CC=C2C1C(CCC(=O)O)=O)C (2-(3-ethyl-5-methyl-4-isoxazolyl)-γ-oxo-indole-3-butanoic acid). The solvent is CO (methanol). Run at time 1 hour. As a reaction SMILES: [CH2:1]([C:3]1[C:7]([C:8]2[NH:9][C:10]3[C:15]([C:16]=2[C:17](=[O:24])[CH2:18][CH2:19][C:20]([O:22]C)=[O:21])=[CH:14][CH:13]=[CH:12][CH:11]=3)=[C:6]([CH3:25])[O:5][N:4]=1)[CH3:2].[OH-].[Na+].CCOCC.O>CO>[CH2:1]([C:3]1[C:7]([C:8]2[NH:9][C:10]3[C:15]([C:16]=2[C:17](=[O:24])[CH2:18][CH2:19][C:20]([OH:22])=[O:21])=[CH:14][CH:13]=[CH:12][CH:11]=3)=[C:6]([CH3:25])[O:5][N:4]=1)[CH3:2] |f:1.2|. Starting materials: C(C)C1=NOC(=C1C=1NC2=CC=CC=C2C1C(CCC(=O)OC)=O)C (2-(3-ethyl-5-methyl-4-isoxazolyl)-γ-oxo-indole-3-butanoic acid, methyl ester), [OH-].[Na+] (sodium hydroxide), CCOCC (Ether), O (water). Reported procedure: A solution of the above 2-(3-ethyl-5-methyl-4-isoxazolyl)-γ-oxo-indole-3-butanoic acid, methyl ester in 250 ml methanol is treated with 250 ml of 2N sodium hydroxide solution; and the mixture is heated 15 minutes to 40°-45° and then stirred at room temperature for 1 hour. Ether and water are added to the mixture and the layers then separated. The ether layer is washed with water; after which the combined aqueous layers are washed with ether, treated with charcoal and filtered through celite. The... Starting materials: C1CCOC1, COC(=O)c1ccc2[nH]c(-c3ccc([N+](=O)[O-])cc3)cc2c1, CO, CC(=O)O, [Pd]. Product: COC(=O)c1ccc2[nH]c(-c3ccc(N)cc3)cc2c1. RXN SMILES: [CH2:25]1[O:26][CH2:27][CH2:28][CH2:29]1.[CH3:1][O:2][C:3](=[O:4])[c:5]1[cH:6][c:7]2[cH:8][c:9](-[c:14]3[cH:15][cH:16][c:17]([N+:20]([O-:21])=[O:22])[cH:18][cH:19]3)[nH:10][c:11]2[cH:12][cH:13]1.[CH3:23][OH:24].[CH3:31][C:32](=[O:33])[OH:34].[Pd:30]>>[CH3:1][O:2][C:3](=[O:4])[c:5]1[cH:6][c:7]2[cH:8][c:9](-[c:14]3[cH:15][cH:16][c:17]([NH2:20])[cH:18][cH:19]3)[nH:10][c:11]2[cH:12][cH:13]1. The reactants are C(C)OC(=O)C1(CC2=CC=CC=C2C1)NC(C1=C(C(=CC=C1)C)O)=O (2-(2-Hydroxy-3-methyl-benzoylamino)-indan-2-carboxylic acid ethyl ester), C(=O)([O-])[O-].[Cs+].[Cs+] (Cs2CO3), BrCC1CC1 (bromomethylcyclopropane). The solvent is CN(C)C=O (DMF). Run at time 8 hour. Yields the product C(C)OC(=O)C1(CC2=CC=CC=C2C1)NC(C1=C(C(=CC=C1)C)OCC1CC1)=O (2-(2-Cyclopropylmethoxy-3-methyl-benzoylamino)-indan-2-carboxylic acid ethyl ester). Isolated yield 71.1%. As a reaction SMILES: [CH2:1]([O:3][C:4]([C:6]1([NH:15][C:16](=[O:25])[C:17]2[CH:22]=[CH:21][CH:20]=[C:19]([CH3:23])[C:18]=2[OH:24])[CH2:14][C:13]2[C:8](=[CH:9][CH:10]=[CH:11][CH:12]=2)[CH2:7]1)=[O:5])[CH3:2].C([O-])([O-])=O.[Cs+].[Cs+].Br[CH2:33][CH:34]1[CH2:36][CH2:35]1>CN(C=O)C>[CH2:1]([O:3][C:4]([C:6]1([NH:15][C:16](=[O:25])[C:17]2[CH:22]=[CH:21][CH:20]=[C:19]([CH3:23])[C:18]=2[O:24][CH2:33][CH:34]2[CH2:36][CH2:35]2)[CH2:7][C:8]2[C:13](=[CH:12][CH:11]=[CH:10][CH:9]=2)[CH2:14]1)=[O:5])[CH3:2] |f:1.2.3|. Procedure details: To a suspension of 2-(2-hydroxy-3-methyl-benzoylamino)-indan-2-carboxylic acid ethyl ester (3) (400 mg, 1.18 mmol), anhydrous Cs2CO3 (769 mg, 2.36 mmol), and KI (40 mg, 0.24 mmol) in DMF (10 mL) is added bromomethylcyclopropane (229 μL, 2.36 mmol). The resulting reaction suspension is stirred at RT overnight. After the removal of DMF in vacuo, the residue is dissolved in EtOAc (30 mL) and washed with water (1×5 mL) and brine (2×5 mL). The organic layer is dried over anhydrous Na2SO4 and concentr... Reactants: CC=1C=CC(=C(C(=O)OC)C1)C1=NC=CC=C1 (methyl 5-methyl-2-(pyridin-2-yl)benzoate), BrC=1C(=NC(=CC1)C)C(=O)N1[C@@H]([C@@H](CCC1)C)CN1C(C2=CC=CC=C2C1=O)=O (2-(((2S,3R)-1-(3-bromo-6-methylpicolinoyl)-3-methylpiperidin-2-yl)methyl)isoindoline-1,3-dione), C(CCC)[Sn](C1=NC=CC=N1)(CCCC)CCCC (2-(tributylstannyl)pyrimidine). The product is C[C@H]1[C@H](N(CCC1)C(C1=NC(=CC=C1C1=NC=CC=N1)C)=O)CN1C(C2=CC=CC=C2C1=O)=O (2-(((2S,3R)-3-Methyl-1-(6-methyl-3-(pyrimidin-2-yl)picolinoyl)piperidin-2-yl)methyl)isoindoline-1,3-dione). As a reaction SMILES: CC1C=CC(C2C=CC=CN=2)=C(C=1)C(OC)=O.Br[C:19]1[C:20]([C:26]([N:28]2[CH2:33][CH2:32][CH2:31][C@@H:30]([CH3:34])[C@H:29]2[CH2:35][N:36]2[C:44](=[O:45])[C:43]3[C:38](=[CH:39][CH:40]=[CH:41][CH:42]=3)[C:37]2=[O:46])=[O:27])=[N:21][C:22]([CH3:25])=[CH:23][CH:24]=1.C([Sn](CCCC)(CCCC)[C:52]1[N:57]=[CH:56][CH:55]=[CH:54][N:53]=1)CCC>>[CH3:34][C@@H:30]1[CH2:31][CH2:32][CH2:33][N:28]([C:26](=[O:27])[C:20]2[C:19]([C:52]3[N:57]=[CH:56][CH:55]=[CH:54][N:53]=3)=[CH:24][CH:23]=[C:22]([CH3:25])[N:21]=2)[C@@H:29]1[CH2:35][N:36]1[C:44](=[O:45])[C:43]2[C:38](=[CH:39][CH:40]=[CH:41][CH:42]=2)[C:37]1=[O:46]. Procedure: The title compound was prepared following the same general protocol as described for methyl 5-methyl-2-(pyridin-2-yl)benzoate in Example A9, using 2-(((2S,3R)-1-(3-bromo-6-methylpicolinoyl)-3-methylpiperidin-2-yl)methyl)isoindoline-1,3-dione and 2-(tributylstannyl)pyrimidine. ESI-MS (m/z): 456, [M+1]+. Starting materials: COc1cc(C=C2SC(NCC3CN(C(=O)OC(C)(C)C)CCO3)=NC2=O)ccc1Oc1ccc(C#N)cc1C(F)(F)F, ClCCl, O=C(O)C(F)(F)F. Product: COc1cc(C=C2SC(NCC3CNCCO3)=NC2=O)ccc1Oc1ccc(C#N)cc1C(F)(F)F. RXN SMILES: [C:1]([O:2][C:3](=[O:4])[N:8]1[CH2:9][CH:10]([CH2:14][NH:15][C:16]2=[N:20][C:19](=[O:21])[C:18](=[CH:22][c:23]3[cH:24][c:25]([O:42][CH3:43])[c:26]([O:29][c:30]4[c:31]([C:38]([F:39])([F:40])[F:41])[cH:32][c:33]([C:36]#[N:37])[cH:34][cH:35]4)[cH:27][cH:28]3)[S:17]2)[O:11][CH2:12][CH2:13]1)([CH3:5])([CH3:6])[CH3:7].[Cl:51][CH2:52][Cl:53].[OH:44][C:45]([C:46]([F:47])([F:48])[F:49])=[O:50]>>[NH:8]1[CH2:9][CH:10]([CH2:14][NH:15][C:16]2=[N:20][C:19](=[O:21])[C:18](=[CH:22][c:23]3[cH:24][c:25]([O:42][CH3:43])[c:26]([O:29][c:30]4[c:31]([C:38]([F:39])([F:40])[F:41])[cH:32][c:33]([C:36]#[N:37])[cH:34][cH:35]4)[cH:27][cH:28]3)[S:17]2)[O:11][CH2:12][CH2:13]1. The reactants are NC1[C@@H]2N(C(=CCS2)C(=O)O)C1=O (7-Amino-3-cephem-4-carboxylic acid), C([O-])(O)=O.[Na+] (sodium bicarbonate), C[Si](C)(C)CC(=O)N (trimethylsilylacetamide), NC1[C@@H]2N(C(=CCS2)C(=O)O)C1=O (7-amino-3-cephem-4-carboxylic acid), resultant solution, P(=O)(Cl)(Cl)Cl (phosphorus oxychloride), NC=1SC=C(N1)C(C(=O)O)=NOC (2-(2-amino-4-thiazolyl)-2-methoxyiminoacetic acid), P(=O)(Cl)(Cl)Cl (phosphorus oxychloride). Solvent: CN(C=O)C (dimethylformamide), O (water), CC(=O)C (acetone), C(C)(=O)OCC (ethyl acetate), C(C)(=O)OCC (Ethyl acetate), C(C)(=O)OCC (ethyl acetate). Run at time 30 minute. Yields the product NC=1SC=C(N1)C(C(=O)NC1[C@@H]2N(C(=CCS2)C(=O)O)C1=O)=NOC (7-[2-(2-amino-4-thiazolyl)-2-methoxyiminoacetamido]-3-cephem-4-carboxylic acid). Isolated yield 61.4%. As a reaction SMILES: [NH2:1][CH:2]1[C:12](=[O:13])[N:4]2[C:5]([C:9]([OH:11])=[O:10])=[CH:6][CH2:7][S:8][C@H:3]12.C(=O)(O)[O-].[Na+].P(Cl)(Cl)(Cl)=O.[NH2:24][C:25]1[S:26][CH:27]=[C:28]([C:30](=[N:34][O:35][CH3:36])[C:31](O)=[O:32])[N:29]=1.C[Si](CC(N)=O)(C)C>O.CC(C)=O.C(OCC)(=O)C.CN(C)C=O>[NH2:24][C:25]1[S:26][CH:27]=[C:28]([C:30](=[N:34][O:35][CH3:36])[C:31]([NH:1][CH:2]2[C:12](=[O:13])[N:4]3[C:5]([C:9]([OH:11])=[O:10])=[CH:6][CH2:7][S:8][C@H:3]23)=[O:32])[N:29]=1 |f:1.2|. Procedure details: 7-Amino-3-cephem-4-carboxylic acid (1.7 g.) and sodium bicarbonate (2.84 g.) were dissolved in a mixture of water (35 ml.) and acetone (35 ml.). On the other hand, phosphorus oxychloride (1.95 ml.) was added dropwise to a suspension of 2-(2-amino-4-thiazolyl)-2-methoxyiminoacetic acid (syn-isomer: 3.42 g.) in dry ethyl acetate (34 ml.) over 10 minutes at 0° to 6° C., and the mixture was stirred at the same temperature for 30 minutes. To the solution was added dropwise a solution of trimethylsily... As a reaction SMILES: [Br:1][c:2]1[c:3]([C:8]#[N:9])[n:4][cH:5][cH:6][cH:7]1.[CH:21]([Cl:22])([Cl:23])[Cl:24].[OH:10][O:11][C:12]([c:13]1[cH:14][c:15]([Cl:16])[cH:17][cH:18][cH:19]1)=[O:20]>>[Br:1][c:2]1[c:3]([C:8]#[N:9])[n+:4]([O-:10])[cH:5][cH:6][cH:7]1. Product: N#Cc1c(Br)ccc[n+]1[O-]. The reactants are N#Cc1ncccc1Br, ClC(Cl)Cl, O=C(OO)c1cccc(Cl)c1. Starting materials: [OH-].[Na+] (sodium hydroxide), C(C)(C)SC1=NC=CC=C1O (2-isopropylthio-3-hydroxypyridine), C(F)(F)Cl (Freon-22). Run in O1CCOCC1 (dioxane). Conditions: time 90 minute. Yields the product C(C)(C)SC1=NC=CC=C1OC(F)F (2-isopropylthio-3-difluoromethoxypyridine). Isolated yield 68.9%. Reaction SMILES: [OH-].[Na+].[CH:3]([S:6][C:7]1[C:12]([OH:13])=[CH:11][CH:10]=[CH:9][N:8]=1)([CH3:5])[CH3:4].[CH:14](Cl)([F:16])[F:15]>O1CCOCC1>[CH:3]([S:6][C:7]1[C:12]([O:13][CH:14]([F:16])[F:15])=[CH:11][CH:10]=[CH:9][N:8]=1)([CH3:5])[CH3:4] |f:0.1|. Procedure: In the course of 15 minutes, 464 ml of 30% aqueous sodium hydroxide solution are added dropwise to a solution of 118.4 g of 2-isopropylthio-3-hydroxypyridine in 560 ml of dioxane. Then in the course of 2 hours, at a temperature of 80° C., 121 g of Freon-22 are introduced and the reaction mixture is stirred for a further 90 minutes. The reaction mixture is cooled to room temperature and then extracted with a mixture of 2500 ml of ice water and 1000 ml of methylene chloride and the phases are wash...